This data is from the Open Reaction Database (ORD), a public repository of structured organic reaction records. The task is: describe an organic reaction: reactants, conditions, products, and yield Reactants: NC1CCN(CC1)CC(COC1=C(C=CC=C1)OC)O (1-(4-aminopiperidyl)-3-(2-methoxyphenoxy)propan-2-ol), CC1=C(C(=CC=C1)C)N=C=O (2,6-dimethylphenylisocyanate), CC1=C(C(=CC=C1)C)N=C=O (2,6-dimethylphenylisocyanate). Solvent: ClCCl (dichloromethane). The product is CC1=C(C(=CC=C1)C)NC(=O)NC1CCN(CC1)CC(COC1=C(C=CC=C1)OC)O ([(2,6-dimethylphenyl)amino]-N-{1-[2-hydroxy-3-(2-methoxyphenoxy)propyl](4-piperidyl)}carboxamide). As a reaction SMILES: [NH2:1][CH:2]1[CH2:7][CH2:6][N:5]([CH2:8][CH:9]([OH:20])[CH2:10][O:11][C:12]2[CH:17]=[CH:16][CH:15]=[CH:14][C:13]=2[O:18][CH3:19])[CH2:4][CH2:3]1.[CH3:21][C:22]1[CH:27]=[CH:26][CH:25]=[C:24]([CH3:28])[C:23]=1[N:29]=[C:30]=[O:31]>ClCCl>[CH3:28][C:24]1[CH:25]=[CH:26][CH:27]=[C:22]([CH3:21])[C:23]=1[NH:29][C:30]([NH:1][CH:2]1[CH2:7][CH2:6][N:5]([CH2:8][CH:9]([OH:20])[CH2:10][O:11][C:12]2[CH:17]=[CH:16][CH:15]=[CH:14][C:13]=2[O:18][CH3:19])[CH2:4][CH2:3]1)=[O:31]. Reported procedure: A solution of 1-(4-aminopiperidyl)-3-(2-methoxyphenoxy)propan-2-ol (40 mg) and 2,6-dimethylphenylisocyanate (30 μl) in dichloromethane (1 ml) was refluxed for 2 hours, after which time a further 20 μl of 2,6-dimethylphenylisocyanate was added, and the mixture refluxed for a further 2 hours. Solvent was removed under reduced pressure, and the residue flash chromatographed (0–6% methanol/dichloromethane), to provide [(2,6-dimethylphenyl)amino]-N-{1-[2-hydroxy-3-(2-methoxyphenoxy)propyl](4-piperidy... Reactants: CON(C(=O)C1=CC=C(C=C1)C=1C=CC=2N(N1)C(=C(N2)C2=CC=C(C=C2)C2(CCC2)NC(OC(C)(C)C)=O)C2=CC=CC=C2)C (tert-butyl {1-[4-(6-{4-[methoxy(methyl)carbamoyl]phenyl}-3-phenylimidazo[1,2-b]pyridazin-2-yl)phenyl]cyclobutyl}carbamate), [Cl-].[NH4+] (ammonium chloride), C[Mg]Cl (methylmagnesium chloride), C[Mg]Cl (methylmagnesium chloride). Run in C1CCOC1 (THF). Reaction conditions: temperature 0 celsius, time 5 hour. Yields the product C(C)(=O)C1=CC=C(C=C1)C=1C=CC=2N(N1)C(=C(N2)C2=CC=C(C=C2)C2(CCC2)NC(OC(C)(C)C)=O)C2=CC=CC=C2 (tert-butyl (1-{4-[6-(4-acetylphenyl)-3-phenylimidazo[1,2-b]pyridazin-2-yl]phenyl}cyclobutyl)carbamate). Isolated yield 23.0%. As a reaction SMILES: CON(C)[C:4]([C:6]1[CH:11]=[CH:10][C:9]([C:12]2[CH:13]=[CH:14][C:15]3[N:16]([C:18]([C:39]4[CH:44]=[CH:43][CH:42]=[CH:41][CH:40]=4)=[C:19]([C:21]4[CH:26]=[CH:25][C:24]([C:27]5([NH:31][C:32](=[O:38])[O:33][C:34]([CH3:37])([CH3:36])[CH3:35])[CH2:30][CH2:29][CH2:28]5)=[CH:23][CH:22]=4)[N:20]=3)[N:17]=2)=[CH:8][CH:7]=1)=[O:5].[CH3:46][Mg]Cl.[Cl-].[NH4+]>C1COCC1>[C:4]([C:6]1[CH:11]=[CH:10][C:9]([C:12]2[CH:13]=[CH:14][C:15]3[N:16]([C:18]([C:39]4[CH:40]=[CH:41][CH:42]=[CH:43][CH:44]=4)=[C:19]([C:21]4[CH:22]=[CH:23][C:24]([C:27]5([NH:31][C:32](=[O:38])[O:33][C:34]([CH3:35])([CH3:36])[CH3:37])[CH2:28][CH2:29][CH2:30]5)=[CH:25][CH:26]=4)[N:20]=3)[N:17]=2)=[CH:8][CH:7]=1)(=[O:5])[CH3:46] |f:2.3|. Procedure: To a solution of tert-butyl {1-[4-(6-{4-[methoxy(methyl)carbamoyl]phenyl}-3-phenylimidazo[1,2-b]pyridazin-2-yl)phenyl]cyclobutyl}carbamate that was prepared in a manner analgous to that described for Intermediate Example Int-30 (0.25 g, 0.47 mmol) in THF (10 mL) at 0° C. under an argon atmosphere was added methylmagnesium chloride (3 M in THF, 0.40 mL, 1.19 mmol, 2.5 equiv) portionwise through a septum. The resulting mixture was stirred at 0° C. and at room temperature for 5 h. Additional methyl... The reactants are COC(=O)C=CC(OC)OC, CCCCCC, Cc1ccc(S(=O)(=O)C(C)C)cc1, [Li]CCCC, [Na+], C1CCOC1, O=P([O-])(O)O. The product is COC(=O)CC(C(OC)OC)C(C)(C)S(=O)(=O)c1ccc(C)cc1. As a reaction SMILES: [CH3:19][O:20][CH:21]([CH:22]=[CH:23][C:24](=[O:25])[O:26][CH3:27])[O:28][CH3:29].[CH3:41][CH2:42][CH2:43][CH2:44][CH2:45][CH3:46].[CH:6]([CH3:7])([CH3:8])[S:9](=[O:10])(=[O:11])[c:12]1[cH:13][cH:14][c:15]([CH3:18])[cH:16][cH:17]1.[Li:1][CH2:2][CH2:3][CH2:4][CH3:5].[Na+:35].[O:36]1[CH2:37][CH2:38][CH2:39][CH2:40]1.[P:30]([OH:31])([OH:32])([O-:33])=[O:34]>>[C:6]([CH3:7])([CH3:8])([S:9](=[O:10])(=[O:11])[c:12]1[cH:13][cH:14][c:15]([CH3:18])[cH:16][cH:17]1)[CH:22]([CH:21]([O:20][CH3:19])[O:28][CH3:29])[CH2:23][C:24](=[O:25])[O:26][CH3:27]. Reactants: CC(=O)O[BH-](OC(C)=O)OC(C)=O, Cc1nc2ccccc2n1-c1nc(N2CCOCC2)c2nc(C=O)n(C)c2n1, CC(C)C(O)C1CCNCC1, ClCCCl, [Na+]. Yields the product Cc1nc2ccccc2n1-c1nc(N2CCOCC2)c2nc(CN3CCC(C(O)C(C)C)CC3)n(C)c2n1. Reaction SMILES: [C:40]([O:41][BH-:42]([O:43][C:44](=[O:45])[CH3:46])[O:47][C:48](=[O:49])[CH3:50])(=[O:51])[CH3:52].[CH3:1][n:2]1[c:3]2[n:4][c:5](-[n:19]3[c:20]([CH3:28])[n:21][c:22]4[c:23]3[cH:24][cH:25][cH:26][cH:27]4)[n:6][c:7]([N:13]3[CH2:14][CH2:15][O:16][CH2:17][CH2:18]3)[c:8]2[n:9][c:10]1[CH:11]=[O:12].[CH3:29][CH:30]([CH:31]([OH:32])[CH:33]1[CH2:34][CH2:35][NH:36][CH2:37][CH2:38]1)[CH3:39].[Cl:54][CH2:55][CH2:56][Cl:57].[Na+:53]>>[CH3:1][n:2]1[c:3]2[n:4][c:5](-[n:19]3[c:20]([CH3:28])[n:21][c:22]4[c:23]3[cH:24][cH:25][cH:26][cH:27]4)[n:6][c:7]([N:13]3[CH2:14][CH2:15][O:16][CH2:17][CH2:18]3)[c:8]2[n:9][c:10]1[CH2:11][N:36]1[CH2:35][CH2:34][CH:33]([CH:31]([CH:30]([CH3:29])[CH3:39])[OH:32])[CH2:38][CH2:37]1. Starting materials: Cl.COC=1C2=C(C=C3C=CN=CC13)OCO2 (8-methoxy-6,7-methylenedioxyisoquinoline hydrochloride), [OH-].[Na+] (sodium hydroxide), O (water), aqueous solution. Solvent: C(Cl)Cl (methylene chloride). The product is COC=1C2=C(C=C3C=CN=CC13)OCO2 (8-methoxy-6,7-methylenedioxyisoquinoline). Yield: 99.8%. Reaction SMILES: Cl.[CH3:2][O:3][C:4]1[C:5]2[O:16][CH2:15][O:14][C:6]=2[CH:7]=[C:8]2[C:13]=1[CH:12]=[N:11][CH:10]=[CH:9]2.O.[OH-].[Na+]>C(Cl)Cl>[CH3:2][O:3][C:4]1[C:5]2[O:16][CH2:15][O:14][C:6]=2[CH:7]=[C:8]2[C:13]=1[CH:12]=[N:11][CH:10]=[CH:9]2 |f:0.1,3.4|. Procedure details: 17.8 g (74.3 mmol) of the compound (4) thus obtained was added to 50 ml of water, which was then incorporated with 100 ml of methylene chloride and rendered basic with 25% aqueous solution of sodium hydroxide under water-cooling. After the solution was separated into two layers, the aqueous layer was extracted with 20 ml of methylene chloride. Then, the methylene chloride layers were combined and washed with 30 ml of water. They were dried over anhydrous magnesium sulfate and then concentrated a... Starting materials: C1(CC1)C1=NC=2C(=CC=C(C2C(=C1CC1=CC=C(C=C1)N1N=CC=C1)C)O)F (2-cyclopropyl-8-fluoro-4-methyl-3-(4-pyrazol-1-ylbenzyl)quinolin-5-ol), C([O-])([O-])=O.[K+].[K+] (potassium carbonate), CN(C=O)C (N,N-dimethylformamide), BrCC(=O)OC (methyl bromoacetate). Solvent: O (water). Reaction conditions: time 1 hour. Product: COC(COC1=C2C(=C(C(=NC2=C(C=C1)F)C1CC1)CC1=CC=C(C=C1)N1N=CC=C1)C)=O ([2-cyclopropyl-8-fluoro-4-methyl-3-(4-pyrazol-1-ylbenzyl)quinolin-5-yloxy]acetic acid methyl ester). RXN SMILES: [CH:1]1([C:4]2[C:13]([CH2:14][C:15]3[CH:20]=[CH:19][C:18]([N:21]4[CH:25]=[CH:24][CH:23]=[N:22]4)=[CH:17][CH:16]=3)=[C:12]([CH3:26])[C:11]3[C:10]([OH:27])=[CH:9][CH:8]=[C:7]([F:28])[C:6]=3[N:5]=2)[CH2:3][CH2:2]1.C(=O)([O-])[O-].[K+].[K+].CN(C)C=O.Br[CH2:41][C:42]([O:44][CH3:45])=[O:43]>O>[CH3:45][O:44][C:42](=[O:43])[CH2:41][O:27][C:10]1[CH:9]=[CH:8][C:7]([F:28])=[C:6]2[C:11]=1[C:12]([CH3:26])=[C:13]([CH2:14][C:15]1[CH:20]=[CH:19][C:18]([N:21]3[CH:25]=[CH:24][CH:23]=[N:22]3)=[CH:17][CH:16]=1)[C:4]([CH:1]1[CH2:2][CH2:3]1)=[N:5]2 |f:1.2.3|. Procedure details: A mixture of 2-cyclopropyl-8-fluoro-4-methyl-3-(4-pyrazol-1-ylbenzyl)quinolin-5-ol (0.040 g), potassium carbonate (0.044 g) and N,N-dimethylformamide (0.21 mL) was treated with methyl bromoacetate (0.011 mL), and the resulting mixture was stirred at room temperature for 1 hour. The mixture was diluted with water (30 mL), extracted with ethyl acetate (3×10 mL), and the combined extracts were dried over magnesium sulfate. The solvent was removed under reduced pressure and the residue purified by c... The reactants are [Cl-].[NH4+] (ammonium chloride), [H-].[Na+] (Sodium hydride), IC=1C=C2C(NC(NC2=CC1)=O)=O (6-iodoquinazolinedione), IC (iodomethane), CN(C)C=O (DMF). Reaction conditions: time 1 hour. The product is CN1C(N(C(C2=CC(=CC=C12)I)=O)C)=O (1,3-Dimethyl-6-iodoquinazolinedione). As a reaction SMILES: [H-].[Na+].[I:3][C:4]1[CH:5]=[C:6]2C(=[CH:12][CH:13]=1)N[C:9](=O)[NH:8][C:7]2=[O:15].IC.[Cl-].[NH4+].[CH3:20][N:21]([CH:23]=[O:24])[CH3:22]>>[CH3:20][N:21]1[C:22]2[C:6](=[CH:5][C:4]([I:3])=[CH:13][CH:12]=2)[C:7](=[O:15])[N:8]([CH3:9])[C:23]1=[O:24] |f:0.1,4.5|. Reported procedure: Sodium hydride (0.24 g of a 60% dispersion in oil) was added portionwise to a stirred solution of 6-iodoquinazolinedione (0.58 g) (Method 53) and iodomethane (0.63 ml) in DMF (10 ml). The mixture was stirred for 1 hour then added cautiously to saturated aqueous ammonium chloride solution (200 ml). Extraction with ethyl acetate followed by recrystallization from ethanol plus a little chloroform gave the title compound (0.48 g) as a solid. MS (CI+): 317 (M+H)+.